From a dataset of the Open Reaction Database (ORD), a public repository of structured organic reaction records. describe an organic reaction: reactants, conditions, products, and yield Starting materials: N1(CCOCC1)C1=CC(=C(C=O)C=C1)C(F)(F)F (4-(morpholin-4-yl)-2-(trifluoromethyl)benzaldehyde), C[C@@H]1N(CCNC1)C(=O)OC(C)(C)C (tert-butyl (2S)-2-methylpiperazine-1-carboxylate), ClCCCl (1,2-dichloroethane), C(C)(=O)O[BH-](OC(C)=O)OC(C)=O.[Na+] (Sodium triacetoxyborohydride). The solvent is O (H2O). Run at time 30 minute. The product is C[C@@H]1N(CCN(C1)CC1=C(C=C(C=C1)N1CCOCC1)C(F)(F)F)C(=O)OC(C)(C)C (tert-butyl (2S)-2-methyl-4-[[4-(morpholin-4-yl)-2-(trifluoromethyl)phenyl]methyl]piperazine-1-carboxylate). Yield: 99.3%. As a reaction SMILES: [N:1]1([C:7]2[CH:14]=[CH:13][C:10]([CH:11]=O)=[C:9]([C:15]([F:18])([F:17])[F:16])[CH:8]=2)[CH2:6][CH2:5][O:4][CH2:3][CH2:2]1.[CH3:19][C@H:20]1[CH2:25][NH:24][CH2:23][CH2:22][N:21]1[C:26]([O:28][C:29]([CH3:32])([CH3:31])[CH3:30])=[O:27].ClCCCl.C(O[BH-](OC(=O)C)OC(=O)C)(=O)C.[Na+]>O>[CH3:19][C@H:20]1[CH2:25][N:24]([CH2:11][C:10]2[CH:13]=[CH:14][C:7]([N:1]3[CH2:6][CH2:5][O:4][CH2:3][CH2:2]3)=[CH:8][C:9]=2[C:15]([F:18])([F:17])[F:16])[CH2:23][CH2:22][N:21]1[C:26]([O:28][C:29]([CH3:30])([CH3:32])[CH3:31])=[O:27] |f:3.4|. Procedure: A 100 mL round-bottom flask was charged with 4-(morpholin-4-yl)-2-(trifluoromethyl)benzaldehyde (1.00 g, 3.86 mmol, 1.00 equiv), tert-butyl (2S)-2-methylpiperazine-1-carboxylate (0.850 g, 4.24 mmol, 1.10 equiv), 1,2-dichloroethane (20 mL). The mixture was stirred for 30 min at room temperature. Sodium triacetoxyborohydride (2.40 g, 11.3 mmol, 3.00 equiv) was added. The resulting solution was stirred overnight at room temperature, diluted with H2O (20 mL), extracted with dichloromethane (3×15 mL)...